Dataset: the Open Reaction Database (ORD), a public repository of structured organic reaction records. Task: describe an organic reaction: reactants, conditions, products, and yield The reactants are O=C(Nc1ccc(Br)cc1)OCc1ccccc1, C1CCOC1, [Li]CCCC, CN(C)C=O. Yields the product O=Cc1ccc(NC(=O)OCc2ccccc2)cc1. As a reaction SMILES: [Br:1][c:2]1[cH:3][cH:4][c:5]([NH:8][C:9]([O:10][CH2:11][c:12]2[cH:13][cH:14][cH:15][cH:16][cH:17]2)=[O:18])[cH:6][cH:7]1.[CH2:29]1[O:30][CH2:31][CH2:32][CH2:33]1.[CH3:19][CH2:20][CH2:21][CH2:22][Li:23].[O:24]=[CH:25][N:26]([CH3:27])[CH3:28]>>[c:2]1([CH:25]=[O:24])[cH:3][cH:4][c:5]([NH:8][C:9]([O:10][CH2:11][c:12]2[cH:13][cH:14][cH:15][cH:16][cH:17]2)=[O:18])[cH:6][cH:7]1. Starting materials: Cl (hydrogen chloride), C(C)(C)(C)OC(=O)NC([C@H]1NCC[C@@H]1C)=O (N-t-butoxycarbonyl-trans-3-methyl-L-prolineamide). Run in O1CCOCC1 (dioxan), O1CCOCC1 (dioxan). Yields the product Cl.C[C@@H]1[C@H](NCC1)C(=O)N (trans-3-Methyl-L-prolineamide-hydrochloride). As a reaction SMILES: [ClH:1].C(OC([NH:9][C:10](=[O:17])[C@@H:11]1[C@@H:15]([CH3:16])[CH2:14][CH2:13][NH:12]1)=O)(C)(C)C>O1CCOCC1>[ClH:1].[CH3:16][C@H:15]1[CH2:14][CH2:13][NH:12][C@@H:11]1[C:10]([NH2:9])=[O:17] |f:3.4|. Procedure: A solution of hydrogen chloride in dioxan (7.5 N, 5 ml) was added to a solution of N-t-butoxycarbonyl-trans-3-methyl-L-prolineamide (0.65 g) in 10 ml dioxan. After 2 hours the crystalline solid was filtered and recrystallised from ethanol/ether to give the product (0.47 g), m.p. 235°-237° [α]D20 -14.8° (c, 1.0, water). Reactants: CC(C)N=C=NC(C)C, [Cl-], OCc1ccccc1. Product: CC(C)N=C(NC(C)C)OCc1ccccc1. Reaction SMILES: [CH3:1][CH:2]([CH3:3])[N:4]=[C:5]=[N:6][CH:7]([CH3:8])[CH3:9].[Cl-:10].[OH:11][CH2:12][c:13]1[cH:14][cH:15][cH:16][cH:17][cH:18]1>>[CH3:1][CH:2]([CH3:3])[NH:4][C:5](=[N:6][CH:7]([CH3:8])[CH3:9])[O:11][CH2:12][c:13]1[cH:14][cH:15][cH:16][cH:17][cH:18]1. The reactants are O1CCC(C2=CC=CC=C12)N (chroman-4-amine), FC1=C(C=CC(=C1)F)S(=O)(=O)C (2,4-difluoro-1-(methylsulfonyl)benzene), C(C)(C)N(CC)C(C)C (diisopropylethylamine). The solvent is CN(C=O)C (N,N-dimethylformamide), O (water). The product is FC=1C=CC(=C(C1)NC1CCOC2=CC=CC=C12)S(=O)(=O)C (N-(5-Fluoro-2-(methylsulfonyl)phenyl)chroman-4-amine). Isolated yield 58.6%. RXN SMILES: [O:1]1[C:10]2[C:5](=[CH:6][CH:7]=[CH:8][CH:9]=2)[CH:4]([NH2:11])[CH2:3][CH2:2]1.F[C:13]1[CH:18]=[C:17]([F:19])[CH:16]=[CH:15][C:14]=1[S:20]([CH3:23])(=[O:22])=[O:21].C(N(C(C)C)CC)(C)C>CN(C)C=O.O>[F:19][C:17]1[CH:18]=[CH:13][C:14]([S:20]([CH3:23])(=[O:22])=[O:21])=[C:15]([NH:11][CH:4]2[C:5]3[C:10](=[CH:9][CH:8]=[CH:7][CH:6]=3)[O:1][CH2:2][CH2:3]2)[CH:16]=1. Procedure: A solution of chroman-4-amine (0.38 g, 2.55 mmol), 2,4-difluoro-1-(methylsulfonyl)benzene (0.49 g, 2.55 mmol) and diisopropylethylamine (2.2 mL, 12.74 mmol) in N,N-dimethylformamide (10 mL) was stirred at 90° C. for 16 h. The reaction mixture was diluted with water and extracted with diethyl ether. The combined extracts were washed with water and brine, dried, and concentrated under reduced pressure to yield 0.48 g of a yellow oil. The residue was purified by PTLC (25% ethyl acetate in hexanes) ... Starting materials: O=c1[nH]nc(Cl)c2cc(Br)ccc12, CCOC(C)=O, Cl, O=C(C=Cc1ccccc1)C=Cc1ccccc1, O=C(C=Cc1ccccc1)C=Cc1ccccc1, O=C(C=Cc1ccccc1)C=Cc1ccccc1, [Pd], [Pd], NCc1ccccc1-c1cccs1. The product is O=c1[nH]nc(Cl)c2cc(NCc3ccccc3-c3cccs3)ccc12. As a reaction SMILES: [Br:1][c:2]1[cH:3][c:4]2[c:5]([Cl:13])[n:6][nH:7][c:8](=[O:12])[c:9]2[cH:10][cH:11]1.[CH3:28][CH2:29][O:30][C:31]([CH3:32])=[O:33].[ClH:14].[O:36]=[C:37]([CH:38]=[CH:39][c:40]1[cH:41][cH:42][cH:43][cH:44][cH:45]1)[CH:46]=[CH:47][c:48]1[cH:49][cH:50][cH:51][cH:52][cH:53]1.[O:54]=[C:55]([CH:56]=[CH:57][c:58]1[cH:59][cH:60][cH:61][cH:62][cH:63]1)[CH:64]=[CH:65][c:66]1[cH:67][cH:68][cH:69][cH:70][cH:71]1.[O:72]=[C:73]([CH:74]=[CH:75][c:76]1[cH:77][cH:78][cH:79][cH:80][cH:81]1)[CH:82]=[CH:83][c:84]1[cH:85][cH:86][cH:87][cH:88][cH:89]1.[Pd:34].[Pd:35].[s:15]1[c:16](-[c:20]2[c:21]([CH2:22][NH2:23])[cH:24][cH:25][cH:26][cH:27]2)[cH:17][cH:18][cH:19]1>>[c:2]1([NH:23][CH2:22][c:21]2[c:20](-[c:16]3[s:15][cH:19][cH:18][cH:17]3)[cH:27][cH:26][cH:25][cH:24]2)[cH:3][c:4]2[c:5]([Cl:13])[n:6][nH:7][c:8](=[O:12])[c:9]2[cH:10][cH:11]1. Reaction SMILES: [Si]([O:8][CH2:9][C@:10]1([CH3:34])[S:16][CH2:15][CH2:14][N:13]2[C:17]([C:20]3([C:23]4[CH:28]=[CH:27][C:26]([C:29]5[O:30][CH:31]=[CH:32][N:33]=5)=[CH:25][CH:24]=4)[CH2:22][CH2:21]3)=[N:18][N:19]=[C:12]2[CH2:11]1)(C(C)(C)C)(C)C.Cl>CO>[CH3:34][C@@:10]1([CH2:9][OH:8])[S:16][CH2:15][CH2:14][N:13]2[C:17]([C:20]3([C:23]4[CH:24]=[CH:25][C:26]([C:29]5[O:30][CH:31]=[CH:32][N:33]=5)=[CH:27][CH:28]=4)[CH2:22][CH2:21]3)=[N:18][N:19]=[C:12]2[CH2:11]1. Isolated yield 88.4%. Yields the product C[C@@]1(CC=2N(CCS1)C(=NN2)C2(CC2)C2=CC=C(C=C2)C=2OC=CN2)CO ({(8R)-8-Methyl-3-{1-[4-(1,3-oxazol-2-yl)phenyl]cyclopropyl}-5,6,8,9-tetrahydro[1,2,4]triazolo[4,3-d][1,4]thiazepin-8-yl}methanol). Run in CO (methanol). Procedure details: A solution of the compound (674 mg, 1.36 mmol) obtained in Example 85-1) and 4 M hydrochloric acid (1,4-dioxane solution, 4 mL) in methanol (8 mL) was stirred overnight at room temperature. The reaction mixture was concentrated under reduced pressure, a 5 M aqueous sodium hydroxide solution (40 mL) was added to the residue, the mixture was extracted with ethyl acetate, and the organic layer was washed with saturated sodium chloride solution and dried with anhydrous sodium sulfate. After concentr... Reactants: [Si](C)(C)(C(C)(C)C)OC[C@]1(CC=2N(CCS1)C(=NN2)C2(CC2)C2=CC=C(C=C2)C=2OC=CN2)C ((8R)-8-({[Tert-butyl(dimethyl)silyl]oxy}methyl)-8-methyl-3-{1-[4-(1,3-oxazol-2-yl)phenyl]cyclopropyl}-5,6,8,9-tetrahydro[1,2,4]triazolo[4,3-d][1,4]thiazepine), Cl (hydrochloric acid). Reactants: [N-]=[N+]=[N-].[Na+] (NaN3), C(=O)([O-])[O-].[K+].[K+] (K2CO3), Cl.ClCC=1C=CC2=C(N3C(=N2)SC(=C3)C(=O)N(C)C3CCCCC3)C1 (6-chloromethyl-N-cyclohexyl-N-methylthiazolo[3,2-a]benzoimidazole-2-carboxamide hydrochloride). The solvent is CN(C)C=O (DMF). The product is Cl.C1(CCCCC1)N(C(=O)C1=CN2C(=NC3=C2C=C(C=C3)CO)S1)C (N-Cyclohexyl-6-hydroxymethyl-N-methylthiazolo[3,2-a]benzoimidazole-2-carboxamide hydrochloride). RXN SMILES: [N-]=[N+]=[N-].[Na+].[C:5]([O-:8])([O-])=O.[K+].[K+].Cl.[Cl:12]C[C:14]1[CH:15]=[CH:16][C:17]2[N:21]=[C:20]3[S:22][C:23]([C:25]([N:27]([CH:29]4[CH2:34][CH2:33][CH2:32][CH2:31][CH2:30]4)[CH3:28])=[O:26])=[CH:24][N:19]3[C:18]=2[CH:35]=1>CN(C=O)C>[ClH:12].[CH:29]1([N:27]([CH3:28])[C:25]([C:23]2[S:22][C:20]3=[N:21][C:17]4[CH:16]=[CH:15][C:14]([CH2:5][OH:8])=[CH:35][C:18]=4[N:19]3[CH:24]=2)=[O:26])[CH2:34][CH2:33][CH2:32][CH2:31][CH2:30]1 |f:0.1,2.3.4,5.6,8.9|. Reported procedure: NaN3 (0.20 g) and K2CO3 (0.78 g) were added to DMF (5 ml) solution of 6-chloromethyl-N-cyclohexyl-N-methylthiazolo[3,2-a]benzoimidazole-2-carboxamide hydrochloride (0.15 g) produced from the compound of Example 63 in the same manner as described in Example 75, and the mixture was stirred at 80° C. for 15 hours, mixed with a catalytically effective amount of Bu4NI and stirred at 80° C. for 8 hours and then at 120° C. for 15 hours. After cooling, the reaction solution was poured into water and ext...